Dataset: the Open Reaction Database (ORD), a public repository of structured organic reaction records. Task: describe an organic reaction: reactants, conditions, products, and yield Reactants: CC(C)(C)OC(=O)NC(C=Cc1ccc(Br)cc1)CO, CO. Yields the product CC(C)(C)OC(=O)NC(CO)CCc1ccc(Br)cc1. RXN SMILES: [C:1]([CH3:2])([CH3:3])([CH3:4])[O:5][C:6]([NH:7][CH:8]([CH:9]=[CH:10][c:11]1[cH:12][cH:13][c:14]([Br:17])[cH:15][cH:16]1)[CH2:18][OH:19])=[O:20].[CH3:21][OH:22]>>[C:1]([CH3:2])([CH3:3])([CH3:4])[O:5][C:6]([NH:7][CH:8]([CH2:9][CH2:10][c:11]1[cH:12][cH:13][c:14]([Br:17])[cH:15][cH:16]1)[CH2:18][OH:19])=[O:20]. The solvent is CN(C=O)C (N,N-dimethylformamide), CO (methanol), O1CCCC1 (tetrahydrofuran). Reactants: C(C)(=O)OCC(C)(C)N1C(NC=2C1=NC=C(C2)C(F)(F)F)=O (3-(2-acetoxy-1,1-dimethylethyl)-6-trifluoromethyl-2,3-dihydro-1H-imidazo[4,5-b]pyridin-2-one), [H-].[Na+] (sodium hydride), [OH-].[Na+] (sodium hydroxide), ClC=1C=C(CBr)C=CC1OC (3-chloro-4-methoxybenzylbromide). As a reaction SMILES: C([O:4][CH2:5][C:6]([N:9]1[C:13]2=[N:14][CH:15]=[C:16]([C:18]([F:21])([F:20])[F:19])[CH:17]=[C:12]2[NH:11][C:10]1=[O:22])([CH3:8])[CH3:7])(=O)C.[H-].[Na+].[Cl:25][C:26]1[CH:27]=[C:28]([CH:31]=[CH:32][C:33]=1[O:34][CH3:35])[CH2:29]Br.[OH-].[Na+]>CN(C)C=O.CO.O1CCCC1>[Cl:25][C:26]1[CH:27]=[C:28]([CH:31]=[CH:32][C:33]=1[O:34][CH3:35])[CH2:29][N:11]1[C:12]2[C:13](=[N:14][CH:15]=[C:16]([C:18]([F:20])([F:19])[F:21])[CH:17]=2)[N:9]([C:6]([CH3:8])([CH3:7])[CH2:5][OH:4])[C:10]1=[O:22] |f:1.2,4.5|. Reported procedure: To a solution of 3-(2-acetoxy-1,1-dimethylethyl)-6-trifluoromethyl-2,3-dihydro-1H-imidazo[4,5-b]pyridin-2-one (150 mg) in anhydrous N,N-dimethylformamide (1.5 mL) was added portionwise sodium hydride (20.8 mg, 60% dispersion in mineral oil) at 5° C. under nitrogen atmosphere, and the mixture was stirred at room temperature for 30 minutes. After adding 3-chloro-4-methoxybenzylbromide (117 mg), the mixture was stirred at room temperature for 4 hours. After adding tetrahydrofuran (2 mL), methanol (... Conditions: time 30 minute. The product is ClC=1C=C(CN2C(N(C3=NC=C(C=C32)C(F)(F)F)C(CO)(C)C)=O)C=CC1OC (1-(3-chloro-4-methoxybenzyl)-3-(1,1-dimethyl-2-hydroxyethyl)-6-trifluoromethyl-2,3-dihydro-1H-imidazo[4,5-b]pyridin-2-one). Yield: 79.5%. Reactants: CCO, CC(C)(C#N)COCCCl, NO. The product is CC(C)(COCCCl)C(=N)NO. Reaction SMILES: [CH3:13][CH2:14][OH:15].[Cl:1][CH2:2][CH2:3][O:4][CH2:5][C:6]([C:7]#[N:8])([CH3:9])[CH3:10].[NH2:11][OH:12]>>[Cl:1][CH2:2][CH2:3][O:4][CH2:5][C:6]([C:7](=[NH:8])[NH:11][OH:12])([CH3:9])[CH3:10]. The reactants are BrC1=CN(C2=NC(=CC=C21)F)C2CC2 (3-bromo-1-cyclopropyl-6-fluoro-1H-pyrrolo[2,3-b]pyridine), N1=C(C=CC=C1)CO (2-pyridinemethanol), [H-].[Na+] (sodium hydride). The solvent is CO (methanol), CS(=O)C (dimethyl sulfoxide). Reaction conditions: time 5 minute. The product is BrC1=CN(C2=NC(=CC=C21)OCC2=NC=CC=C2)C2CC2 (3-bromo-1-cyclopropyl-6-(pyridin-2-ylmethoxy)-1H-pyrrolo[2,3-b]pyridine). The yield is 77.6%. RXN SMILES: [Br:1][C:2]1[C:10]2[C:5](=[N:6][C:7](F)=[CH:8][CH:9]=2)[N:4]([CH:12]2[CH2:14][CH2:13]2)[CH:3]=1.[N:15]1[CH:20]=[CH:19][CH:18]=[CH:17][C:16]=1[CH2:21][OH:22].[H-].[Na+]>CS(C)=O.CO>[Br:1][C:2]1[C:10]2[C:5](=[N:6][C:7]([O:22][CH2:21][C:16]3[CH:17]=[CH:18][CH:19]=[CH:20][N:15]=3)=[CH:8][CH:9]=2)[N:4]([CH:12]2[CH2:14][CH2:13]2)[CH:3]=1 |f:2.3|. Procedure: To a solution of 3-bromo-1-cyclopropyl-6-fluoro-1H-pyrrolo[2,3-b]pyridine (0.249 g, 0.98 mmol) in dimethyl sulfoxide (5 mL) is added 2-pyridinemethanol (188 μL, 1.95 mmol), followed by portionwise addition of sodium hydride (97.6 mg, 2.44 mmol). The mixture is stirred at room temperature for 5 min., then poured onto brine and extracted with EtOAc. The organic layers are combined, dried (magnesium sulphate) and concentrated in vacuo to give a brown oil. This is taken up in methanol and poured ont... Starting materials: BrB(Br)Br, COc1ccc(N2CCN(CCc3ccccc3)CC2)cc1, ClCCCl, [Na+], O=C([O-])O. The product is Oc1ccc(N2CCN(CCc3ccccc3)CC2)cc1. As a reaction SMILES: [B:32]([Br:33])([Br:34])[Br:35].[CH3:1][O:2][c:3]1[cH:4][cH:5][c:6]([N:9]2[CH2:10][CH2:11][N:12]([CH2:15][CH2:16][c:17]3[cH:18][cH:19][cH:20][cH:21][cH:22]3)[CH2:13][CH2:14]2)[cH:7][cH:8]1.[Cl:28][CH2:29][CH2:30][Cl:31].[Na+:23].[OH:24][C:25](=[O:26])[O-:27]>>[OH:2][c:3]1[cH:4][cH:5][c:6]([N:9]2[CH2:10][CH2:11][N:12]([CH2:15][CH2:16][c:17]3[cH:18][cH:19][cH:20][cH:21][cH:22]3)[CH2:13][CH2:14]2)[cH:7][cH:8]1. The reactants are C, CCOC(=O)C(C)(C)Oc1ccc(OC)cc1[N+](=O)[O-], CCO, [Pd]. The product is COc1ccc2c(c1)NC(=O)C(C)(C)O2. RXN SMILES: [C:21].[CH3:1][O:2][c:3]1[cH:4][c:5]([N+:18]([O-:19])=[O:20])[c:6]([O:7][C:8]([C:9](=[O:10])[O:11][CH2:12][CH3:13])([CH3:14])[CH3:15])[cH:16][cH:17]1.[CH3:23][CH2:24][OH:25].[Pd:22]>>[CH3:1][O:2][c:3]1[cH:4][c:5]2[c:6]([cH:16][cH:17]1)[O:7][C:8]([CH3:14])([CH3:15])[C:9](=[O:10])[NH:18]2. Starting materials: CCCNc1nc(C(F)(F)F)ccc1C=CC(=O)O, Cl, CC(N)c1cc(F)c(NS(C)(=O)=O)c(F)c1. Product: CCCNc1nc(C(F)(F)F)ccc1C=CC(=O)NC(C)c1cc(F)c(NS(C)(=O)=O)c(F)c1. As a reaction SMILES: [CH2:18]([CH2:19][CH3:20])[NH:21][c:22]1[n:23][c:24]([C:33]([F:34])([F:35])[F:36])[cH:25][cH:26][c:27]1[CH:28]=[CH:29][C:30](=[O:31])[OH:32].[ClH:17].[NH2:1][CH:2]([CH3:3])[c:4]1[cH:5][c:6]([F:16])[c:7]([NH:11][S:12](=[O:13])(=[O:14])[CH3:15])[c:8]([F:10])[cH:9]1>>[NH:1]([CH:2]([CH3:3])[c:4]1[cH:5][c:6]([F:16])[c:7]([NH:11][S:12](=[O:13])(=[O:14])[CH3:15])[c:8]([F:10])[cH:9]1)[C:30]([CH:29]=[CH:28][c:27]1[c:22]([NH:21][CH2:18][CH2:19][CH3:20])[n:23][c:24]([C:33]([F:34])([F:35])[F:36])[cH:25][cH:26]1)=[O:31]. Isolated yield 70.1%. Procedure details: Trimethylaluminium (0.347 mL, 0.69 mmol) was added to 5-methylpyridin-2-amine (71.7 mg, 0.66 mmol) in toluene (8 mL) cooled to 0° C. under nitrogen. The resulting solution was stirred at 0° C. for 20 minutes. (3S)-3-(1-(3-chloropyridin-2-yl)-1H-pyrazolo[3,4-d]pyrimidin-4-yloxy)dihydrofuran-2(3H)-one (Intermediate T1) (200 mg, 0.60 mmol) in toluene (2 mL) and the reaction was allowed to warm to room temperature and stirred for 1 hour. The reaction was then heated at 50° C. for 2 hours. The reacti... Product: ClC=1C(=NC=CC1)N1N=CC=2C(=NC=NC21)O[C@H](C(=O)NC2=NC=C(C=C2)C)CCO ((2S)-2-[1-(3-chloro-2-pyridyl)pyrazolo[4,5-e]pyrimidin-4-yl]oxy-4-hydroxy-N-(5-methyl-2-pyridyl)butanamide). Conditions: temperature 0 celsius, time 20 minute. Solvent: O (water), C(C)(=O)OCC (ethyl acetate), C1(=CC=CC=C1)C (toluene), C1(=CC=CC=C1)C (toluene). Starting materials: ClC=1C(=NC=CC1)N1N=CC=2C1=NC=NC2O[C@@H]2C(OCC2)=O ((3S)-3-(1-(3-chloropyridin-2-yl)-1H-pyrazolo[3,4-d]pyrimidin-4-yloxy)dihydrofuran-2(3H)-one), C(CC(O)(C(=O)O)CC(=O)O)(=O)O (citric acid), C[Al](C)C (Trimethylaluminium), CC=1C=CC(=NC1)N (5-methylpyridin-2-amine). RXN SMILES: C[Al](C)C.[CH3:5][C:6]1[CH:7]=[CH:8][C:9]([NH2:12])=[N:10][CH:11]=1.[Cl:13][C:14]1[C:15]([N:20]2[C:24]3=[N:25][CH:26]=[N:27][C:28]([O:29][C@H:30]4[CH2:34][CH2:33][O:32][C:31]4=[O:35])=[C:23]3[CH:22]=[N:21]2)=[N:16][CH:17]=[CH:18][CH:19]=1.C(O)(=O)CC(CC(O)=O)(C(O)=O)O>C1(C)C=CC=CC=1.O.C(OCC)(=O)C>[Cl:13][C:14]1[C:15]([N:20]2[C:24]3[N:25]=[CH:26][N:27]=[C:28]([O:29][C@@H:30]([CH2:34][CH2:33][OH:32])[C:31]([NH:12][C:9]4[CH:8]=[CH:7][C:6]([CH3:5])=[CH:11][N:10]=4)=[O:35])[C:23]=3[CH:22]=[N:21]2)=[N:16][CH:17]=[CH:18][CH:19]=1. The reactants are CCO, CN(C)C(=O)Cc1ccccc1Nc1c(Cl)cccc1Cl, [K+], [OH-]. The product is O=C(O)Cc1ccccc1Nc1c(Cl)cccc1Cl. Reaction SMILES: [CH3:24][CH2:25][OH:26].[CH3:3][N:4]([C:5]([CH2:6][c:7]1[c:8]([NH:13][c:14]2[c:15]([Cl:21])[cH:16][cH:17][cH:18][c:19]2[Cl:20])[cH:9][cH:10][cH:11][cH:12]1)=[O:22])[CH3:23].[K+:2].[OH-:1]>>[O:1]=[C:5]([CH2:6][c:7]1[c:8]([NH:13][c:14]2[c:15]([Cl:21])[cH:16][cH:17][cH:18][c:19]2[Cl:20])[cH:9][cH:10][cH:11][cH:12]1)[OH:22]. The reactants are CCN=C=NCCCN(C)C, Cc1nn(C)c2ncc(C(=O)O)cc12, CN(C)C=O, Cl, CC(C)(C)OC(=O)NCCN, Oc1cccc2[nH]nnc12. Product: Cc1nn(C)c2ncc(C(=O)NCCNC(=O)OC(C)(C)C)cc12. RXN SMILES: [CH3:12][N:13]([CH3:14])[CH2:15][CH2:16][CH2:17][N:18]=[C:19]=[N:20][CH2:21][CH3:22].[CH3:23][n:24]1[n:25][c:26]([CH3:36])[c:27]2[c:28]1[n:29][cH:30][c:31]([C:33](=[O:34])[OH:35])[cH:32]2.[CH3:48][N:49]([CH3:50])[CH:51]=[O:52].[ClH:11].[NH2:37][CH2:38][CH2:39][NH:40][C:41]([O:42][C:43]([CH3:44])([CH3:45])[CH3:46])=[O:47].[OH:1][c:2]1[c:3]2[n:4][n:5][nH:6][c:7]2[cH:8][cH:9][cH:10]1>>[CH3:23][n:24]1[n:25][c:26]([CH3:36])[c:27]2[c:28]1[n:29][cH:30][c:31]([C:33](=[O:35])[NH:37][CH2:38][CH2:39][NH:40][C:41]([O:42][C:43]([CH3:44])([CH3:45])[CH3:46])=[O:47])[cH:32]2.